From a dataset of the Open Reaction Database (ORD), a public repository of structured organic reaction records. describe an organic reaction: reactants, conditions, products, and yield The reactants are C(C)C(CO)CCCC (2-ethylhexanol), ClC1=CC(=NC(=N1)C1=CC=CC=C1)OCCC(C)C (6-chloro-4-(3-methylbut-1-oxy)-2-phenylpyrimidine), ClC1=NC(=NC(=C1)Cl)C1=CC=CC=C1 (4,6-dichloro-2-phenylpyrimidine), ClC1=NC(=NC(=C1)Cl)C(C)C (4,6-dichloro-2-i-propylpyrimidine). The solvent is CC(CCO)C (3-methylbutanol). Product: ClC1=CC(=NC(=N1)C(C)C)OCC(CCCC)CC (6-chloro-4-(2-ethylhexyloxy)-2-i-propylpyrimidine). Reaction SMILES: [Cl:1][C:2]1[N:7]=[C:6]([C:8]2[CH:13]=CC=C[CH:9]=2)[N:5]=[C:4]([O:14][CH2:15][CH2:16][CH:17]([CH3:19])C)[CH:3]=1.ClC1C=C(Cl)N=[C:23]([C:28]2C=CC=[CH:30][CH:29]=2)N=1.ClC1C=C(Cl)N=C(C(C)C)N=1.C(C(CCCC)CO)C>CC(C)CCO>[Cl:1][C:2]1[N:7]=[C:6]([CH:8]([CH3:9])[CH3:13])[N:5]=[C:4]([O:14][CH2:15][CH:16]([CH2:17][CH3:19])[CH2:23][CH2:28][CH2:29][CH3:30])[CH:3]=1. Reported procedure: The compound of Example 23 is prepared analogously to the compound of Example 3, with 4,6-dichloro-2-phenylpyrimidine being replaced by 4,6-dichloro-2-i-propylpyrimidine and 3-methylbutanol by 2-ethylhexanol. Reactants: OO (hydrogen peroxide), O(C1=CC=CC=C1)C1=CC=C(C=C1)C(C(C)=O)CCC1=CC=CC=C1 (3-(4-phenoxyphenyl)-5-phenylpentan-2-one), C(C)OCC (Ethyl ether), [OH-].[Na+] (sodium hydroxide), tri-sec-butyllithium borohydride. Solvent: O1CCCC1 (tetrahydrofuran), O (water), O1CCCC1 (tetrahydrofuran). Reaction conditions: temperature -78 celsius. The product is O(C1=CC=CC=C1)C1=CC=C(C=C1)C(C(C)O)CCC1=CC=CC=C1 ((2RS,3SR)-3-(4-phenoxyphenyl)-5-phenylpentan-2-ol). The yield is 95.0%. Reaction SMILES: [O:1]([C:8]1[CH:13]=[CH:12][C:11]([CH:14]([CH2:18][CH2:19][C:20]2[CH:25]=[CH:24][CH:23]=[CH:22][CH:21]=2)[C:15](=[O:17])[CH3:16])=[CH:10][CH:9]=1)[C:2]1[CH:7]=[CH:6][CH:5]=[CH:4][CH:3]=1.[OH-].[Na+].OO.C(OCC)C>O1CCCC1.O>[O:1]([C:8]1[CH:13]=[CH:12][C:11]([CH:14]([CH2:18][CH2:19][C:20]2[CH:21]=[CH:22][CH:23]=[CH:24][CH:25]=2)[CH:15]([OH:17])[CH3:16])=[CH:10][CH:9]=1)[C:2]1[CH:3]=[CH:4][CH:5]=[CH:6][CH:7]=1 |f:1.2|. Procedure: 50.6 g of 3-(4-phenoxyphenyl)-5-phenylpentan-2-one was dissolved in 1280 ml of tetrahydrofuran, and 180 ml of a 1M tetrahydrofuran solution of tri-sec-butyllithium borohydride was added under cooling to -78° C. with stirring, followed by stirring at the same temperature for one hour. To the reaction solution, 224 ml of a 4N sodium hydroxide aqueous solution was added under cooling with ice with stirring, and then 118 ml of a 30% hydrogen peroxide aqueous solution was gradually dropwise added, fo... Starting materials: CC(C)CO, [Na+], [OH-], S=P(c1ccccc1)(c1ccccc1)c1ccccc1. Product: O=P(c1ccccc1)(c1ccccc1)c1ccccc1. As a reaction SMILES: [CH3:23][CH:24]([CH2:25][OH:26])[CH3:27].[Na+:22].[OH-:21].[c:1]1([P:7]([c:8]2[cH:9][cH:10][cH:11][cH:12][cH:13]2)([c:14]2[cH:15][cH:16][cH:17][cH:18][cH:19]2)=[S:20])[cH:2][cH:3][cH:4][cH:5][cH:6]1>>[c:1]1([P:7]([c:8]2[cH:9][cH:10][cH:11][cH:12][cH:13]2)([c:14]2[cH:15][cH:16][cH:17][cH:18][cH:19]2)=[O:21])[cH:2][cH:3][cH:4][cH:5][cH:6]1. The reactants are Cl.CN(CCCN=C=NCC)C (N-(3-dimethylaminopropyl)-N′-ethylcarbodiimide hydrochloride), ClC=1C=C(C=CC1Cl)C(C)N (rac-1-(3,4-dichloro-phenyl)-ethylamine), FC=1C=C(C(=O)O)C=CC1 (3-fluoro-benzoic acid). Reagents/catalysts: CN(C1=CC=NC=C1)C (4-dimethylaminopyridine). The solvent is ClCCl (dichloromethane). Reaction conditions: time 5 minute. The product is ClC=1C=C(C=CC1Cl)C(C)NC(C1=CC(=CC=C1)F)=O (rac-N-[1-(3,4-Dichloro-phenyl)-ethyl]-3-fluoro-benzamide). Reaction SMILES: Cl.CN(C)CCCN=C=NCC.[Cl:13][C:14]1[CH:15]=[C:16]([CH:21]([NH2:23])[CH3:22])[CH:17]=[CH:18][C:19]=1[Cl:20].[F:24][C:25]1[CH:26]=[C:27]([CH:31]=[CH:32][CH:33]=1)[C:28](O)=[O:29]>CN(C)C1C=CN=CC=1.ClCCl>[Cl:13][C:14]1[CH:15]=[C:16]([CH:21]([NH:23][C:28](=[O:29])[C:27]2[CH:31]=[CH:32][CH:33]=[C:25]([F:24])[CH:26]=2)[CH3:22])[CH:17]=[CH:18][C:19]=1[Cl:20] |f:0.1|. Reported procedure: To a solution of 143.8 mg (0.75 mmol) N-(3-dimethylaminopropyl)-N′-ethylcarbodiimide hydrochloride (EDC.HCl) and 91.6 mg (0.75 mmol) 4-dimethylaminopyridine (DMAP) in 1.5 ml dichloromethane were added 142 mg (0.75 mmol) rac-1-(3,4-dichloro-phenyl)-ethylamine and the solution stirred at ambient temperature for 5 min. To this solution were added 70 mg (0.5 mmol) 3-fluoro-benzoic acid and the mixture stirred at ambient temperature for 5 hours. Starting materials: ClC=1C=2N=CN(C2N2C(N1)=CC(=N2)OCCOC2=CC=CC=C2)C (4-Chloro-1-methyl-7-(2-phenoxyethoxy)-1H-pyrazolo[5,1-b]purine), NCCO (2-aminoethanol). Product: CN1C=2N3C(N=C(C2N=C1)NCCO)=CC(=N3)OCCOC3=CC=CC=C3 (2-(1-Methyl-7-(2-phenoxyethoxy)-1H-pyrazolo[5,1-b]purin-4-ylamino)ethanol). Isolated yield 62.0%. Reaction SMILES: Cl[C:2]1[C:3]2[N:4]=[CH:5][N:6]([CH3:24])[C:7]=2[N:8]2[N:13]=[C:12]([O:14][CH2:15][CH2:16][O:17][C:18]3[CH:23]=[CH:22][CH:21]=[CH:20][CH:19]=3)[CH:11]=[C:9]2[N:10]=1.[NH2:25][CH2:26][CH2:27][OH:28]>>[CH3:24][N:6]1[CH:5]=[N:4][C:3]2[C:2]([NH:25][CH2:26][CH2:27][OH:28])=[N:10][C:9]3=[CH:11][C:12]([O:14][CH2:15][CH2:16][O:17][C:18]4[CH:23]=[CH:22][CH:21]=[CH:20][CH:19]=4)=[N:13][N:8]3[C:7]1=2. Reported procedure: A solution of Example 84 Part D (22.6 mg, 0.066 mmol) in 2-aminoethanol (5 mL) was heated at 100° C. for 24 h. 2-aminoethanol was then removed under vacuum, and the residue was purified by prep-HPLC, furnishing the title compound (15 mg, 62% yield). ESI m/z=369.24 [(M+H)+; calcd for C18H20N6O3+H: 369.17]. Starting materials: FC(C=1C=C(C=C(C1)C(F)(F)F)COCC(C(C1=CC=CC=C1)C1=CC=CC=C1)O)(F)F (1-(3,5-bis(trifluoromethyl) phenyl)methyloxy-3,3-diphenyl-2-hydroxypropane), O (Water), [H-].[Na+] (sodium hydride), BrCC(=O)OC (methyl bromoacetate). The solvent is O1CCCC1 (tetrahydrofuran), CN(C=O)C (dimethylformamide), C(C)(=O)OCC (ethyl acetate). Run at time 16 hour. Product: FC(C=1C=C(C=C(C1)C(F)(F)F)COCC(C(C1=CC=CC=C1)C1=CC=CC=C1)OCC(=O)OC)(F)F (1-((3,5-bis(trifluoromethyl)phenyl)methyloxy)-2-(carbomethoxy) methyloxy-3,3-diphenylpropane). As a reaction SMILES: [F:1][C:2]([F:32])([F:31])[C:3]1[CH:4]=[C:5]([CH2:13][O:14][CH2:15][CH:16]([OH:30])[CH:17]([C:24]2[CH:29]=[CH:28][CH:27]=[CH:26][CH:25]=2)[C:18]2[CH:23]=[CH:22][CH:21]=[CH:20][CH:19]=2)[CH:6]=[C:7]([C:9]([F:12])([F:11])[F:10])[CH:8]=1.[H-].[Na+].Br[CH2:36][C:37]([O:39][CH3:40])=[O:38].O>O1CCCC1.CN(C)C=O.C(OCC)(=O)C>[F:1][C:2]([F:31])([F:32])[C:3]1[CH:4]=[C:5]([CH2:13][O:14][CH2:15][CH:16]([O:30][CH2:36][C:37]([O:39][CH3:40])=[O:38])[CH:17]([C:24]2[CH:29]=[CH:28][CH:27]=[CH:26][CH:25]=2)[C:18]2[CH:23]=[CH:22][CH:21]=[CH:20][CH:19]=2)[CH:6]=[C:7]([C:9]([F:11])([F:12])[F:10])[CH:8]=1 |f:1.2|. Procedure details: To a cooled solution (0° C.) of 1-(3,5-bis(trifluoromethyl) phenyl)methyloxy-3,3-diphenyl-2-hydroxypropane (Example 1; 0.49 g) in a mixture of tetrahydrofuran (4 ml) and dimethylformamide (1 ml) was added 80% sodium hydride (0.039 g; suspension in oil). After 0.5 hours methyl bromoacetate (0.121 ml) was added and the solution stirred at room temperature for 16 hours. Water (0 ml) and ethyl acetate (50 ml) were added and the organic phase washed with water (5 times), saturated brine and dried (Mg... Starting materials: CCOC(=O)Cn1nc(-c2ccc(OC)cc2)cc(C(=O)NC)c1=O, CO, NCCO. The product is CNC(=O)c1cc(-c2ccc(OC)cc2)nn(CC(=O)NCCO)c1=O. RXN SMILES: [CH2:1]([O:2][C:4](=[O:5])[CH2:6][n:7]1[n:8][c:9](-[c:18]2[cH:19][cH:20][c:21]([O:24][CH3:25])[cH:22][cH:23]2)[cH:10][c:11]([C:14]([NH:15][CH3:16])=[O:17])[c:12]1=[O:13])[CH3:3].[CH3:30][OH:31].[NH2:26][CH2:27][CH2:28][OH:29]>>[C:4](=[O:5])([CH2:6][n:7]1[n:8][c:9](-[c:18]2[cH:19][cH:20][c:21]([O:24][CH3:25])[cH:22][cH:23]2)[cH:10][c:11]([C:14]([NH:15][CH3:16])=[O:17])[c:12]1=[O:13])[NH:26][CH2:27][CH2:28][OH:29].